Task: describe an organic reaction: reactants, conditions, products, and yield. Dataset: the Open Reaction Database (ORD), a public repository of structured organic reaction records Starting materials: Cl (hydrochloric acid), Cl.CC1=C(C(=CC=C1)C)N1C(N(C(C1)C(=O)O)C1=C(C=CC=C1C)C)=N (1,3-bis(2',6'-dimethylphenyl)-2-imino-imidazolidine-4-carboxylic acid hydrochloride), CO (methanol). Reaction conditions: time 1 hour. Product: Cl.COC(=O)C1N(C(N(C1)C1=C(C=CC=C1C)C)=N)C1=C(C=CC=C1C)C (1,3-bis(2',6'-dimethylphenyl)-2-imino-imidazolidine-4-carboxylic acid methylester hydrochloride). The yield is 90.9%. As a reaction SMILES: [ClH:1].Cl.[CH3:3][C:4]1[CH:9]=[CH:8][CH:7]=[C:6]([CH3:10])[C:5]=1[N:11]1[CH2:15][CH:14]([C:16]([OH:18])=[O:17])[N:13]([C:19]2[C:24]([CH3:25])=[CH:23][CH:22]=[CH:21][C:20]=2[CH3:26])[C:12]1=[NH:27].[CH3:28]O>>[ClH:1].[CH3:28][O:17][C:16]([CH:14]1[CH2:15][N:11]([C:5]2[C:6]([CH3:10])=[CH:7][CH:8]=[CH:9][C:4]=2[CH3:3])[C:12](=[NH:27])[N:13]1[C:19]1[C:20]([CH3:26])=[CH:21][CH:22]=[CH:23][C:24]=1[CH3:25])=[O:18] |f:1.2,4.5|. Reported procedure: Dry, gaseous hydrochloric acid is introduced into a solution of 1.7 g (4.55 mmoles) of 1,3-bis(2',6'-dimethylphenyl)-2-imino-imidazolidine-4-carboxylic acid hydrochloride, obtained as described in Example 33, in 20 ml of dry methanol at 0° to +5° C. After one hour the introduction of the gas is stopped, and the mixture is allowed to stand at +5° C. for 24 hours. The fluffy insolubles floating in the solution are filtered off, and the solvent is evaporated in vacuo. The residue is triturated with... The reactants are CN(C)C=O, Cc1ccc(-c2ccc3c(c2)C=CCCO3)cc1, O=S(=O)(Cl)Cl. The product is Cc1ccc(-c2ccc3c(c2)C=C(S(=O)(=O)Cl)CCO3)cc1. RXN SMILES: [CH3:24][N:25]([CH3:26])[CH:27]=[O:28].[CH3:6][c:7]1[cH:8][cH:9][c:10](-[c:13]2[cH:14][cH:15][c:16]3[c:17]([cH:23]2)[CH:18]=[CH:19][CH2:20][CH2:21][O:22]3)[cH:11][cH:12]1.[S:1](=[O:2])(=[O:3])([Cl:4])[Cl:5]>>[S:1](=[O:2])(=[O:3])([Cl:5])[C:19]1=[CH:18][c:17]2[c:16]([cH:15][cH:14][c:13](-[c:10]3[cH:9][cH:8][c:7]([CH3:6])[cH:12][cH:11]3)[cH:23]2)[O:22][CH2:21][CH2:20]1. Procedure details: 2-Methyl-4-bromo-aniline (1.20 g, 6.45 mmol) was dissolved in DCE (30 mL); to this solution was transferred a solution of 4-(2-oxo-ethyl)-tetrahydro-pyran-4-carboxylic acid methyl ester (1.20 g, 6.44 mmol in DCE (30 mL). The flask was submerged in a water bath at rt. To this clear solution was then added acetic acid (1.2 g, 20 mmol, 3.1 equiv), followed by addition of powder NaBH(OAc)3 (24.1 g, 19.3 mmol, 3 equiv. in 2 portions under N2 at r.t. The yellowish milky suspension was stirred at r.t. ... Run at time 8 hour. Product: COC(=O)C1(CCOCC1)CCNC1=C(C=C(C=C1)Br)C (4-[2-(4-Bromo-2-methyl-phenylamino)-ethyl]-tetrahydro-pyran-4-carboxylic acid methyl ester). The yield is 87.0%. RXN SMILES: [CH3:1][C:2]1[CH:8]=[C:7]([Br:9])[CH:6]=[CH:5][C:3]=1[NH2:4].[CH3:10][O:11][C:12]([C:14]1([CH2:20][CH:21]=O)[CH2:19][CH2:18][O:17][CH2:16][CH2:15]1)=[O:13].C(O)(=O)C.[BH-](OC(C)=O)(OC(C)=O)OC(C)=O.[Na+].NC1C=CC=CC=1>ClCCCl.C(Cl)Cl.CO>[CH3:10][O:11][C:12]([C:14]1([CH2:20][CH2:21][NH:4][C:3]2[CH:5]=[CH:6][C:7]([Br:9])=[CH:8][C:2]=2[CH3:1])[CH2:15][CH2:16][O:17][CH2:18][CH2:19]1)=[O:13] |f:3.4|. The solvent is ClCCCl (DCE), ClCCCl (DCE), C(Cl)Cl (DCM), CO (MeOH), C(Cl)Cl (DCM). Reactants: CC1=C(N)C=CC(=C1)Br (2-Methyl-4-bromo-aniline), NC1=CC=CC=C1 (aniline), NC1=CC=CC=C1 (aniline), aldehyde, COC(=O)C1(CCOCC1)CC=O (4-(2-oxo-ethyl)-tetrahydro-pyran-4-carboxylic acid methyl ester), C(C)(=O)O (acetic acid), [BH-](OC(=O)C)(OC(=O)C)OC(=O)C.[Na+] (NaBH(OAc)3), ( 186/188 ). Starting materials: C(C)(=O)OCC (ethyl acetate), FC=1C=C(C=CC1[N+](=O)[O-])OC1=CC(=C(C(=C1)F)C(F)(F)F)Cl (2-chloro-α,α,α,6-tetrafluoro-p-tolyl 3-fluoro-4-nitrophenyl ether), NC1=CC=C(OCC(=O)OC)C=C1 (methyl (p-aminophenoxy)acetate), C([O-])([O-])=O.[K+].[K+] (potassium carbonate). Run in hexanes, CN(C=O)C (N,N-dimethyl formamide), [Cl-].[Na+].O (brine). Run at temperature 80 celsius, time 18 hour. Yields the product ClC1=C(C(=CC(=C1)OC=1C=CC(=C(NC2=CC=C(OCC(=O)OC)C=C2)C1)[N+](=O)[O-])F)C(F)(F)F (Methyl {p-{5-[(2-chloro-α,α,α,6-tetrafluoro-p-tolyl)oxy]-2-nitroanilino}phenoxy}acetate). The yield is 19.4%. RXN SMILES: F[C:2]1[CH:3]=[C:4]([O:11][C:12]2[CH:17]=[C:16]([F:18])[C:15]([C:19]([F:22])([F:21])[F:20])=[C:14]([Cl:23])[CH:13]=2)[CH:5]=[CH:6][C:7]=1[N+:8]([O-:10])=[O:9].[NH2:24][C:25]1[CH:36]=[CH:35][C:28]([O:29][CH2:30][C:31]([O:33][CH3:34])=[O:32])=[CH:27][CH:26]=1.C(=O)([O-])[O-].[K+].[K+].C(OCC)(=O)C>CN(C)C=O.[Cl-].[Na+].O>[Cl:23][C:14]1[CH:13]=[C:12]([O:11][C:4]2[CH:5]=[CH:6][C:7]([N+:8]([O-:10])=[O:9])=[C:2]([CH:3]=2)[NH:24][C:25]2[CH:26]=[CH:27][C:28]([O:29][CH2:30][C:31]([O:33][CH3:34])=[O:32])=[CH:35][CH:36]=2)[CH:17]=[C:16]([F:18])[C:15]=1[C:19]([F:20])([F:22])[F:21] |f:2.3.4,7.8.9|. Procedure: A mixture of 2-chloro-α,α,α,6-tetrafluoro-p-tolyl 3-fluoro-4-nitrophenyl ether (2.1 g, 0.006 mol), methyl (p-aminophenoxy)acetate (2.7 g, 0.015 mol) and potassium carbonate (2.0 g, 0,015 mol) in N,N-dimethyl formamide is stirred at 80° C. for 18 hours, cooled to room temperature, poured into brine and extracted with ethyl acetate. The organic extract is washed with brine, dried over anhydrous sodium sulfate and concentrated in vacuo to obtain a residue. Flash chromatography of the residue using ... The yield is 48.0%. The reactants are C(C)(C)(C)C1=NN(C(=C1)NC(=O)N[C@H]1CC[C@H](C2=CC=CC=C12)OC=1C=CC=2N(C1)C(=NN2)N2[C@H](CCCC2)C)C=2C=C(OCCOS(=O)(=O)C)C=CC2 (Methanesulfonic acid 2-{3-[3-tert-butyl-5-(3-{(1S,4R)-4-[3-((S)-2-methyl-piperidin-1-yl)-[1,2,4]triazolo[4,3-a]pyridin-6-yloxy]-1,2,3,4-tetrahydro-naphthalen-1-yl}-ureido)-pyrazol-1-yl]-phenoxy}-ethyl ester), COCCNC (N-(2-methoxyethyl)methylamine), C1CCOC1 (THF), COCCNC (N-(2-methoxyethyl)methylamine). Yields the product C(=O)O.C(C)(C)(C)C=1C=C(N(N1)C1=CC(=CC=C1)OCCN(C)CCOC)NC(=O)N[C@H]1CC[C@H](C2=CC=CC=C12)OC=1C=CC=2N(C1)C(=NN2)N2[C@H](CCCC2)C (1-{5-tert-Butyl-2-(3-{2-[(2-methoxy-ethyl)-methyl-amino]-ethoxy}-phenyl}-2H-pyrazol-3-yl}-3-{(1S,4R)-4-[3-((S)-2-methyl-piperidin-1-yl)-[1,2,4]triazolo[4,3-a]pyridin-6-yloxy]-1,2,3,4-tetrahydro-naphthalen-1-yl}-urea formate salt), solid. Reported procedure: A solution of Intermediate 154a (50.5 mg, 0.067 mmol) and N-(2-methoxyethyl)methylamine (35 μL, 0.33 mmol) in THF (1 mL) was stirred at 60° C. for 20 h in a sealed tube. Additional N-(2-methoxyethyl)methylamine (35 μL, 0.33 mmol) was added and the mixture subsequently stirred at 60° C. in a sealed tube for 24 h. The mixture was concentrated in vacuo and the residue purified by MDAP (Method 7). The title product was isolated as an off-white solid (24 mg, 48%). LCMS (Method 5): Rt 3.72 min, m/z 75... Run at temperature 60 celsius, time 24 hour. RXN SMILES: [C:1]([C:5]1[CH:9]=[C:8]([NH:10][C:11]([NH:13][C@@H:14]2[C:23]3[C:18](=[CH:19][CH:20]=[CH:21][CH:22]=3)[C@H:17]([O:24][C:25]3[CH:26]=[CH:27][C:28]4[N:29]([C:31]([N:34]5[CH2:39][CH2:38][CH2:37][CH2:36][C@@H:35]5[CH3:40])=[N:32][N:33]=4)[CH:30]=3)[CH2:16][CH2:15]2)=[O:12])[N:7]([C:41]2[CH:42]=[C:43]([CH:52]=[CH:53][CH:54]=2)[O:44][CH2:45][CH2:46][O:47]S(C)(=O)=O)[N:6]=1)([CH3:4])([CH3:3])[CH3:2].C[O:56]C[CH2:58][NH:59][CH3:60].C1[CH2:65][O:64][CH2:63][CH2:62]1>>[CH:46]([OH:47])=[O:56].[C:1]([C:5]1[CH:9]=[C:8]([NH:10][C:11]([NH:13][C@@H:14]2[C:23]3[C:18](=[CH:19][CH:20]=[CH:21][CH:22]=3)[C@H:17]([O:24][C:25]3[CH:26]=[CH:27][C:28]4[N:29]([C:31]([N:34]5[CH2:39][CH2:38][CH2:37][CH2:36][C@@H:35]5[CH3:40])=[N:32][N:33]=4)[CH:30]=3)[CH2:16][CH2:15]2)=[O:12])[N:7]([C:41]2[CH:54]=[CH:53][CH:52]=[C:43]([O:44][CH2:45][CH2:58][N:59]([CH2:62][CH2:63][O:64][CH3:65])[CH3:60])[CH:42]=2)[N:6]=1)([CH3:3])([CH3:4])[CH3:2] |f:3.4|. Reactants: C1CCOC1, O=C(Nc1cccc2c1C(=O)NC2=O)c1ccc(Cl)s1, CCOC(=O)N=NC(=O)OCC, OCC1CCNCC1, c1ccc(P(c2ccccc2)c2ccccc2)cc1. Yields the product O=C(Nc1cccc2c1C(=O)N(CC1CCNCC1)C2=O)c1ccc(Cl)s1. Reaction SMILES: [CH2:60]1[O:61][CH2:62][CH2:63][CH2:64]1.[Cl:13][c:14]1[cH:15][cH:16][c:17]([C:19](=[O:20])[NH:21][c:22]2[c:23]3[c:27]([cH:28][cH:29][cH:30]2)[C:26](=[O:31])[NH:25][C:24]3=[O:32])[s:18]1.[O:1]=[C:2]([O:3][CH2:4][CH3:5])[N:6]=[N:7][C:8]([O:9][CH2:10][CH3:11])=[O:12].[OH:33][CH2:34][CH:35]1[CH2:36][CH2:37][NH:38][CH2:39][CH2:40]1.[c:41]1([P:42]([c:43]2[cH:44][cH:45][cH:46][cH:47][cH:48]2)[c:49]2[cH:50][cH:51][cH:52][cH:53][cH:54]2)[cH:55][cH:56][cH:57][cH:58][cH:59]1>>[Cl:13][c:14]1[cH:15][cH:16][c:17]([C:19](=[O:20])[NH:21][c:22]2[c:23]3[c:27]([cH:28][cH:29][cH:30]2)[C:26](=[O:31])[N:25]([CH2:34][CH:35]2[CH2:36][CH2:37][NH:38][CH2:39][CH2:40]2)[C:24]3=[O:32])[s:18]1. Reactants: NC1=CC(=C(C=C1)S(=O)(=O)O)N (1,3-diaminobenzene-4-sulfonic acid), S(=O)(=O)(OC)OC (dimethyl sulfate), [OH-].[Na+] (caustic soda), [Cl-].[Na+] (sodium chloride), [OH-].[Na+] (caustic soda), C(C)(=O)OC(C)=O (acetic anhydride), [OH-].[Na+] (caustic soda), Cl (hydrochloric acid). Solvent: O (water), C(=O)O (formic acid). Reaction conditions: temperature 20 celsius, time 30 minute. Yields the product CNC=1C=C(N)C=CC1S(=O)(=O)O (3-(N-methylamino)aniline- 4-sulfonic acid). As a reaction SMILES: [NH2:1][C:2]1[CH:7]=[CH:6][C:5]([S:8]([OH:11])(=[O:10])=[O:9])=[C:4]([NH2:12])[CH:3]=1.[C:13](OC(=O)C)(=O)C.[OH-].[Na+].S(OC)(OC)(=O)=O.Cl.[Cl-].[Na+]>O.C(O)=O>[CH3:13][NH:12][C:4]1[CH:3]=[C:2]([CH:7]=[CH:6][C:5]=1[S:8]([OH:11])(=[O:9])=[O:10])[NH2:1] |f:2.3,6.7|. Procedure: 94 g of 1,3-diaminobenzene-4-sulfonic acid in 430 ml of water and 70 g of formic acid were boiled for 3 hours under reflux. The mixture was cooled to 20° C., and the resulting 3-(N-formylamino)aniline-4-sulfonic acid was filtered off in vacuo and stirred in 500 g of water with the addition of caustic soda solution to give a pH of 6.5. 70 g of acetic anhydride were then added and the pH was kept between 5.0 and 6.5 by the addition of caustic soda solution. After 30 minutes, the pH was adjusted to...